This data is from the Open Reaction Database (ORD), a public repository of structured organic reaction records. The task is: describe an organic reaction: reactants, conditions, products, and yield Starting materials: CC(C)C[AlH]CC(C)C (DIBAL-H), C1(=CC=CC=C1)C1(CC1)C1=CC=C2C(=N1)SC(=N2)C2=CC=C(C#N)C=C2 (4-(5-(1-phenylcyclopropyl)thiazolo[5,4-b]pyridin-2-yl)benzonitrile), C(=O)([O-])C(O)C(O)C(=O)[O-] (tartrate). The solvent is C(Cl)Cl (DCM). Reaction conditions: temperature 25 celsius, time 45 minute. Product: C1(=CC=CC=C1)C1(CC1)C1=CC=C2C(=N1)SC(=N2)C2=CC=C(C=O)C=C2 (4-(5-(1-phenylcyclopropyl)thiazolo[5,4-b]pyridin-2-yl)benzaldehyde). Reaction SMILES: CC(C[AlH]CC(C)C)C.[C:10]1([C:16]2([C:19]3[N:24]=[C:23]4[S:25][C:26]([C:28]5[CH:35]=[CH:34][C:31]([C:32]#N)=[CH:30][CH:29]=5)=[N:27][C:22]4=[CH:21][CH:20]=3)[CH2:18][CH2:17]2)[CH:15]=[CH:14][CH:13]=[CH:12][CH:11]=1.C(C(C(C([O-])=O)O)O)([O-])=[O:37]>C(Cl)Cl>[C:10]1([C:16]2([C:19]3[N:24]=[C:23]4[S:25][C:26]([C:28]5[CH:35]=[CH:34][C:31]([CH:32]=[O:37])=[CH:30][CH:29]=5)=[N:27][C:22]4=[CH:21][CH:20]=3)[CH2:18][CH2:17]2)[CH:15]=[CH:14][CH:13]=[CH:12][CH:11]=1. Reported procedure: DIBAL-H (1.0M in hexanes) (185 μl, 0.185 mmol) was added to a solution of 4-(5-(1-phenylcyclopropyl)thiazolo[5,4-b]pyridin-2-yl)benzonitrile (59.6 mg, 0.169 mmol) in DCM (2.7 mL) at 25° C., and the resulting solution was stirred at 25° C. for 45 min. Sat. aq. Na/K tartrate solution (3.0 mL) was added, and the resulting mixture was vigorously stirred for 15 min, then partitioned between DCM (40 mL) and sat. aq. Na/K tartrate solution (10 mL). The organic layer was separated, and the aqueous layer... Reactants: [OH-].[Na+] (NaOH), CN (methylamine), Cl.N1=CC(=CC=C1)CCCl (2-(3-pyridyl)ethyl chloride hydrochloride), [Cl-].[Na+] (sodium chloride), stainless steel. Run at temperature 80 celsius. Yields the product CNCCC=1C=NC=CC1 (N-Methyl-N-[2-(3-pyridyl)ethyl]amine). Isolated yield 110.5%. RXN SMILES: [CH3:1][NH2:2].Cl.[N:4]1[CH:9]=[CH:8][CH:7]=[C:6]([CH2:10][CH2:11]Cl)[CH:5]=1.[OH-].[Na+].[Cl-].[Na+]>>[CH3:1][NH:2][CH2:11][CH2:10][C:6]1[CH:5]=[N:4][CH:9]=[CH:8][CH:7]=1 |f:1.2,3.4,5.6|. Reported procedure: To 32.6 g of 40% aqueous methylamine solution was added 7.48 g (0.042 mole) of 2-(3-pyridyl)ethyl chloride hydrochloride in small portions with stirring. The mixture was transfered to a stainless steel reaction column and heated at an external temperature of 80° C. for 4 hours. After cooling, 3.36 g of NaOH was added with ice-cooling and stirring and the mixture was saturated with sodium chloride and extracted with CH2Cl2. The extract was dried over MgSO4 and the CH2Cl2 was distilled off to give...